From a dataset of the Open Reaction Database (ORD), a public repository of structured organic reaction records. describe an organic reaction: reactants, conditions, products, and yield Starting materials: C(C)(=O)OCC (Ethyl acetate), O (water), CN(C(=O)C=1N=CC(=NC1)OC=1C=C(C(=O)OC)C=C(C1)O[C@H](COC(C)(C)C)C)C (methyl 3-[5-(dimethylcarbamoyl)pyrazin-2-yl]oxy-5-[(2S)-1-[(2-methylpropan-2-yl)oxy]propan-2-yl]oxy-benzoate). Solvent: [Cl-].[Na+].O (brine), C(=O)O (formic acid). The product is CN(C(=O)C=1N=CC(=NC1)OC=1C=C(C(=O)OC)C=C(C1)O[C@H](CO)C)C (Methyl 3-[5-(dimethylcarbamoyl)pyrazin-2-yl]oxy-5-[(2S)-1-hydroxypropan-2-yl]oxy-benzoate). The yield is 101.1%. RXN SMILES: [CH3:1][N:2]([CH3:31])[C:3]([C:5]1[N:6]=[CH:7][C:8]([O:11][C:12]2[CH:13]=[C:14]([CH:19]=[C:20]([O:22][C@@H:23]([CH3:30])[CH2:24][O:25]C(C)(C)C)[CH:21]=2)[C:15]([O:17][CH3:18])=[O:16])=[N:9][CH:10]=1)=[O:4].C(OCC)(=O)C.O>C(O)=O.[Cl-].[Na+].O>[CH3:31][N:2]([CH3:1])[C:3]([C:5]1[N:6]=[CH:7][C:8]([O:11][C:12]2[CH:13]=[C:14]([CH:19]=[C:20]([O:22][C@@H:23]([CH3:30])[CH2:24][OH:25])[CH:21]=2)[C:15]([O:17][CH3:18])=[O:16])=[N:9][CH:10]=1)=[O:4] |f:4.5.6|. Procedure details: A solution of methyl 3-[5-(dimethylcarbamoyl)pyrazin-2-yl]oxy-5-[(2S)-1-[(2-methylpropan-2-yl)oxy]propan-2-yl]oxy-benzoate (170 g, 0.39 mol) in formic acid (850 mL) was heated to 90° C. for 3 hours. Ethyl acetate (1700 mL), water (1700 mL) and saturated aqueous brine (850 mL) was added and the aqueous layer separated and extracted with ethyl acetate (850 mL) and the combined organic layers were washed with saturated aqueous brine (850 mL), dried (MgSO4) and evaporated under reduced pressure. The... Starting materials: OC1CCN(CC1)C(=O)OC(C)(C)C (tert-butyl 4-hydroxypiperidine-1-carboxylate), OC1=C(C=CC=C1)C(F)(F)F (2-hydroxy-benzotrifluoride), C1(=CC=CC=C1)P(C1=CC=CC=C1)C1=CC=CC=C1 (triphenylphosphine), N(=NC(=O)OCC)C(=O)OCC (diethyl azodicarboxylate). Run in C1CCOC1 (THF). Conditions: time 14 hour. Yields the product FC(C1=C(OC2CCN(CC2)C(=O)OC(C)(C)C)C=CC=C1)(F)F (tert-butyl 4-[2-(trifluoromethyl)phenoxy]-piperidine-1-carboxylate). Reaction SMILES: [OH:1][CH:2]1[CH2:7][CH2:6][N:5]([C:8]([O:10][C:11]([CH3:14])([CH3:13])[CH3:12])=[O:9])[CH2:4][CH2:3]1.O[C:16]1[CH:21]=[CH:20][CH:19]=[CH:18][C:17]=1[C:22]([F:25])([F:24])[F:23].C1(P(C2C=CC=CC=2)C2C=CC=CC=2)C=CC=CC=1.N(C(OCC)=O)=NC(OCC)=O>C1COCC1>[F:23][C:22]([F:25])([F:24])[C:17]1[CH:18]=[CH:19][CH:20]=[CH:21][C:16]=1[O:1][CH:2]1[CH2:3][CH2:4][N:5]([C:8]([O:10][C:11]([CH3:14])([CH3:13])[CH3:12])=[O:9])[CH2:6][CH2:7]1. Reported procedure: To a solution of tert-butyl 4-hydroxypiperidine-1-carboxylate (25 g, 124 mmol), 2-hydroxy-benzotrifluoride (22 g, 136 mmol) and triphenylphosphine (39 g, 149 mmol) in THF was added diethyl azodicarboxylate (23.5 mL, 149 mmol) dropwise at 0° C. The mixture was then warmed to room temperature and stirred for 14 h. The mixture was concentrated and diluted with Et2O, washed with 1 N NaOH and water and then dried over Na2SO4. The mixture was concentrated and diluted with Et2O/hexanes (35:65). The pre...